describe an organic reaction: reactants, conditions, products, and yield From a dataset of the Open Reaction Database (ORD), a public repository of structured organic reaction records. The product is CC1=NOC(=C1COC1=CC=C(C=C1)S(=O)(=O)NC=1N=NC(=CC1)OCC)C (4-((3,5-dimethylisoxazol-4-yl)-methoxy)-N-(6-ethoxypyridazin-3-yl)benzenesulfonamide). Yield: 4.0%. Reactants: C(C)OC1=CC=C(N=N1)N (6-ethoxypyridazin-3-amine), CC1=NOC(=C1COC1=CC=C(C=C1)S(=O)(=O)Cl)C (4-{[(3,5-dimethyl-4-isoxazolyl)methyl]oxy}benzenesulfonyl chloride), Intermediate 51. Reported procedure: The title compound (16 mg) was prepared from 6-ethoxypyridazin-3-amine (129 mg, 1.0 mmol) and 4-{[(3,5-dimethyl-4-isoxazolyl)methyl]oxy}benzenesulfonyl chloride (0.302 g, 1.0 mmol), following the procedure described for Intermediate 51. LCMS (2 min, formic) Rt 0.91 min, m/z (ES+) 405 (M+H). RXN SMILES: [CH2:1]([O:3][C:4]1[N:9]=[N:8][C:7]([NH2:10])=[CH:6][CH:5]=1)[CH3:2].[CH3:11][C:12]1[C:16]([CH2:17][O:18][C:19]2[CH:24]=[CH:23][C:22]([S:25](Cl)(=[O:27])=[O:26])=[CH:21][CH:20]=2)=[C:15]([CH3:29])[O:14][N:13]=1>>[CH3:11][C:12]1[C:16]([CH2:17][O:18][C:19]2[CH:20]=[CH:21][C:22]([S:25]([NH:10][C:7]3[N:8]=[N:9][C:4]([O:3][CH2:1][CH3:2])=[CH:5][CH:6]=3)(=[O:27])=[O:26])=[CH:23][CH:24]=2)=[C:15]([CH3:29])[O:14][N:13]=1. The reactants are Cl (hydrochloric acid), BrC1=CC=CC=C1 (bromobenzene), O1CCCC1 (tetrahydrofuran), C1(CCCCO1)=O (δ-valerolactone), O1CCCC1 (tetrahydrofuran), [Mg] (Magnesium), O1CCCC1 (tetrahydrofuran). RXN SMILES: [Mg].Br[C:3]1[CH:8]=[CH:7][CH:6]=[CH:5][CH:4]=1.[C:9]1(=[O:15])O[CH2:13][CH2:12][CH2:11][CH2:10]1.Cl.[O:17]1CCC[CH2:18]1>C(OCC)(=O)C>[C:18]([CH2:13][CH2:12][CH2:11][CH2:10][CH2:9][OH:15])(=[O:17])[C:3]1[CH:8]=[CH:7][CH:6]=[CH:5][CH:4]=1. Conditions: temperature -70 celsius. The solvent is C(C)(=O)OCC (ethyl acetate). Procedure details: Magnesium (1.2 g, 0.05 mole) was added to tetrahydrofuran (50 ml), and a solution of bromobenzene (8 g, 0.05 mole) in tetrahydrofuran (20 ml) was added dropwise to the mixture under stirring. After refluxing for 1 hour and cooling at -70° C., a solution of δ-valerolactone (6 g, 0.05 mole) in tetrahydrofuran (20 ml) was added dropwise to the solution. The reaction solution was stirred at -60° C. for 30 minutes, and its temperature was allowed to rise up to room temperature over the period of 1 ho... The product is C(C1=CC=CC=C1)(=O)CCCCCO (5-benzoylpentan-1-ol). Isolated yield 74.2%. Conditions: time 8 hour. The solvent is C(Cl)Cl (DCM), C1CCOC1 (THF). The reagents and catalysts are C=1C=CC(=CC1)[P](C=2C=CC=CC2)(C=3C=CC=CC3)[Pd]([P](C=4C=CC=CC4)(C=5C=CC=CC5)C=6C=CC=CC6)([P](C=7C=CC=CC7)(C=8C=CC=CC8)C=9C=CC=CC9)[P](C=1C=CC=CC1)(C=1C=CC=CC1)C=1C=CC=CC1 (Pd(Ph3P)4), [Cu]I (CuI). Yields the product S1C(=NC2=C1C=CC=C2)NC(=O)C=2C=CC=C1CCN(CC21)C=2SC(=C(N2)C(=O)OC)C#CCO (methyl 2-(8-(benzo[d]thiazol-2-ylcarbamoyl)-3,4-dihydroisoquinolin-2(1H)-yl)-5-(3-hydroxyprop-1-ynyl)thiazole-4-carboxylate). Reported procedure: To a solution of methyl 2-(8-(benzo[d]thiazol-2-ylcarbamoyl)-3,4-dihydroisoquinolin-2(1H)-yl)-5-iodothiazole-4-carboxylate (8C) (1.2 g, 2.03 mmol) and prop-2-yn-1-ol (336 mg, 6 mmol) in THF (20 mL) was added Pd(Ph3P)4 (231 mg, 0.2 mmol), CuI (76 mg, 0.121 mmol), DIEA (520 mg, 4 mmol). The mixture was stirred under nitrogen at rt overnight. The mixture was then diluted with DCM (400 mL) and washed with water, brine, dried over Na2SO4, and concentrated under reduced pressure. The crude material wa... Starting materials: S1C(=NC2=C1C=CC=C2)NC(=O)C=2C=CC=C1CCN(CC21)C=2SC(=C(N2)C(=O)[O-])I (2-(8-(benzo[d]thiazol-2-ylcarbamoyl)-3,4-dihydroisoquinolin-2(1H)-yl)-5-iodothiazole-4-carboxylate), C(C#C)O (prop-2-yn-1-ol), CCN(C(C)C)C(C)C (DIEA). Reaction SMILES: [S:1]1[C:5]2[CH:6]=[CH:7][CH:8]=[CH:9][C:4]=2[N:3]=[C:2]1[NH:10][C:11]([C:13]1[CH:14]=[CH:15][CH:16]=[C:17]2[C:22]=1[CH2:21][N:20]([C:23]1[S:24][C:25](I)=[C:26]([C:28]([O-:30])=[O:29])[N:27]=1)[CH2:19][CH2:18]2)=[O:12].[CH2:32]([OH:35])[C:33]#[CH:34].[CH3:36]CN(C(C)C)C(C)C>C1COCC1.C(Cl)Cl.C1C=CC([P]([Pd]([P](C2C=CC=CC=2)(C2C=CC=CC=2)C2C=CC=CC=2)([P](C2C=CC=CC=2)(C2C=CC=CC=2)C2C=CC=CC=2)[P](C2C=CC=CC=2)(C2C=CC=CC=2)C2C=CC=CC=2)(C2C=CC=CC=2)C2C=CC=CC=2)=CC=1.[Cu]I>[S:1]1[C:5]2[CH:6]=[CH:7][CH:8]=[CH:9][C:4]=2[N:3]=[C:2]1[NH:10][C:11]([C:13]1[CH:14]=[CH:15][CH:16]=[C:17]2[C:22]=1[CH2:21][N:20]([C:23]1[S:24][C:25]([C:34]#[C:33][CH2:32][OH:35])=[C:26]([C:28]([O:30][CH3:36])=[O:29])[N:27]=1)[CH2:19][CH2:18]2)=[O:12] |^1:56,58,77,96|. Reactants: COc1cc(N2CCC(=O)CC2)ccc1[N+](=O)[O-], FC1CCNC1. The product is COc1cc(N2CCC(N3CCC(F)C3)CC2)ccc1[N+](=O)[O-]. Reaction SMILES: [CH3:1][O:2][c:3]1[cH:4][c:5]([N:12]2[CH2:13][CH2:14][C:15](=[O:18])[CH2:16][CH2:17]2)[cH:6][cH:7][c:8]1[N+:9](=[O:10])[O-:11].[F:19][CH:20]1[CH2:21][NH:22][CH2:23][CH2:24]1>>[CH3:1][O:2][c:3]1[cH:4][c:5]([N:12]2[CH2:13][CH2:14][CH:15]([N:22]3[CH2:21][CH:20]([F:19])[CH2:24][CH2:23]3)[CH2:16][CH2:17]2)[cH:6][cH:7][c:8]1[N+:9](=[O:10])[O-:11]. Reactants: O=C(O)Cc1ccc(Cc2ccccc2)c(CC(=O)O)c1, O, O=S1(=O)CCCC1. The product is O=C(O)Cc1ccc2c(c1)CC(=O)c1ccccc1C2. Reaction SMILES: [CH2:8]([c:9]1[cH:10][cH:11][cH:12][cH:13][cH:14]1)[c:15]1[c:16]([CH2:25][C:26](=[O:27])[OH:28])[cH:17][c:18]([CH2:21][C:22](=[O:23])[OH:24])[cH:19][cH:20]1.[OH2:29].[S:1]1(=[O:6])(=[O:7])[CH2:2][CH2:3][CH2:4][CH2:5]1>>[CH2:8]1[c:9]2[cH:10][cH:11][cH:12][cH:13][c:14]2[C:26](=[O:28])[CH2:25][c:16]2[c:15]1[cH:20][cH:19][c:18]([CH2:21][C:22](=[O:23])[OH:24])[cH:17]2. Reactants: CC(C)(C)OC(=O)N1CCC(n2ncc3c(Nc4ccc(S(C)(=O)=O)cc4F)ncnc32)CC1, CC(C)OC(=O)Cl, O, O=C(O)C(F)(F)F. Yields the product CC(C)OC(=O)N1CCC(n2ncc3c(Nc4ccc(S(C)(=O)=O)cc4F)ncnc32)CC1. RXN SMILES: [C:1]([CH3:2])([CH3:3])([CH3:4])[O:5][C:6](=[O:7])[N:8]1[CH2:9][CH2:10][CH:11]([n:14]2[n:15][cH:16][c:17]3[c:18]2[n:19][cH:20][n:21][c:22]3[NH:23][c:24]2[c:25]([F:34])[cH:26][c:27]([S:30](=[O:31])(=[O:32])[CH3:33])[cH:28][cH:29]2)[CH2:12][CH2:13]1.[Cl:42][C:43]([O:44][CH:45]([CH3:46])[CH3:47])=[O:48].[OH2:49].[OH:35][C:36]([C:37]([F:38])([F:39])[F:40])=[O:41]>>[CH:1]([CH3:2])([CH3:3])[O:5][C:6](=[O:7])[N:8]1[CH2:9][CH2:10][CH:11]([n:14]2[n:15][cH:16][c:17]3[c:18]2[n:19][cH:20][n:21][c:22]3[NH:23][c:24]2[c:25]([F:34])[cH:26][c:27]([S:30](=[O:31])(=[O:32])[CH3:33])[cH:28][cH:29]2)[CH2:12][CH2:13]1.